From a dataset of the Open Reaction Database (ORD), a public repository of structured organic reaction records. describe an organic reaction: reactants, conditions, products, and yield Conditions: temperature 0 celsius, time 1 hour. Product: ClC1=C(C=CC(=C1)NC(=O)N(C)OC)CBr (2-chloro-4-[(N-methoxy-N-methylamino)carbonylamino]phenylmethyl bromide). Reported procedure: A stirred solution of 58.3 grams (0.597 mole) of O,N-dimethylhydroxylamine hydrochloride in 400 ml of diethyl ether was cooled to 0° C. and a slurry of 50.2 grams (0.597 mole) of sodium bicarbonate in 50 ml of water was added. Upon completion of addition the reaction mixture stirred at 0° C. for one hour, then a solution of 147.2 grams (0.597 mole) of 4-bromomethyl-3-chlorophenylisocyanate in 100 ml of diethyl ether was added. During the addition, additional diethyl ether was added to the reacti... Reaction SMILES: Cl.[CH3:2][O:3][NH:4][CH3:5].C(=O)(O)[O-].[Na+].[Br:11][CH2:12][C:13]1[CH:18]=[CH:17][C:16]([N:19]=[C:20]=[O:21])=[CH:15][C:14]=1[Cl:22]>C(OCC)C.O>[Cl:22][C:14]1[CH:15]=[C:16]([NH:19][C:20]([N:4]([O:3][CH3:2])[CH3:5])=[O:21])[CH:17]=[CH:18][C:13]=1[CH2:12][Br:11] |f:0.1,2.3|. Run in O (water), C(C)OCC (diethyl ether), C(C)OCC (diethyl ether), C(C)OCC (diethyl ether). Isolated yield 28.0%. The reactants are C([O-])(O)=O.[Na+] (sodium bicarbonate), BrCC1=C(C=C(C=C1)N=C=O)Cl (4-bromomethyl-3-chlorophenylisocyanate), Cl.CONC (O,N-dimethylhydroxylamine hydrochloride). The reactants are CN1[C@H]2CC[C@@H]1[C@H]([C@H](C2)OC(=O)C=3C=CC=CC3)C(=O)OC (cocaine), CN1C2CCC1C(C(C2)OC(=O)C3=CC=CC=C3)C(=O)O (benzoyl ecgonine), COC(=O)[C@@H]1[C@H]2CC[C@H](N2)C[C@@H]1OC(=O)C3=CC=CC=C3 (norcocaine), N (ammonia). The solvent is C(C)(=O)OCC (ethyl acetate), C(Cl)(Cl)Cl (chloroform), CO (methanol), C(C)N(CC)CC (triethylamine), CO (methanol), O (water). Yields the product CN1[C@H]2CC[C@@H]1[C@H]([C@H](C2)OC(=O)C=3C=CC=CC3)C(=O)OC (cocaine), CN1C2CCC1C(C(C2)OC(=O)C3=CC=CC=C3)C(=O)O (benzoyl ecgonine), C(C1=CC=CC=C1)(=O)O (benzoic acid), COC(=O)[C@@H]1[C@H]2CC[C@H](N2)C[C@@H]1OC(=O)C3=CC=CC=C3 (norcocaine). As a reaction SMILES: [CH3:1][N:2]1[C@H:6]2[C@@H:7]([C:19]([O:21][CH3:22])=[O:20])[C@@H:8]([O:10][C:11]([C:13]3[CH:14]=[CH:15][CH:16]=[CH:17][CH:18]=3)=[O:12])[CH2:9][C@@H:3]1[CH2:4][CH2:5]2.[CH3:23][N:24]1[CH:28]2[CH:29]([C:41]([OH:43])=[O:42])[CH:30]([O:32][C:33]([C:35]3[CH:40]=[CH:39][CH:38]=[CH:37][CH:36]=3)=[O:34])[CH2:31][CH:25]1[CH2:26][CH2:27]2.[CH3:44][O:45][C:46]([C@H:48]1[C@@H:55]([O:56][C:57]([C:59]2[CH:64]=[CH:63][CH:62]=[CH:61][CH:60]=2)=[O:58])[CH2:54][C@H:52]2[NH:53][C@@H:49]1[CH2:50][CH2:51]2)=[O:47].N>O.CO.C(OCC)(=O)C.C(N(CC)CC)C.C(Cl)(Cl)Cl>[CH3:1][N:2]1[C@H:6]2[C@@H:7]([C:19]([O:21][CH3:22])=[O:20])[C@@H:8]([O:10][C:11]([C:13]3[CH:18]=[CH:17][CH:16]=[CH:15][CH:14]=3)=[O:12])[CH2:9][C@@H:3]1[CH2:4][CH2:5]2.[CH3:23][N:24]1[CH:28]2[CH:29]([C:41]([OH:43])=[O:42])[CH:30]([O:32][C:33]([C:35]3[CH:36]=[CH:37][CH:38]=[CH:39][CH:40]=3)=[O:34])[CH2:31][CH:25]1[CH2:26][CH2:27]2.[C:57]([OH:58])(=[O:56])[C:59]1[CH:64]=[CH:63][CH:62]=[CH:61][CH:60]=1.[CH3:44][O:45][C:46]([C@H:48]1[C@@H:55]([O:56][C:57]([C:59]2[CH:60]=[CH:61][CH:62]=[CH:63][CH:64]=2)=[O:58])[CH2:54][C@H:52]2[NH:53][C@@H:49]1[CH2:50][CH2:51]2)=[O:47]. Procedure: Plasma samples were aliquoted and non-radioactive cocaine, benzoyl ecgonine, and norcocaine were added in order to assist in the UV visualization of the compounds. Samples were then applied to silica TLC plates which were developed in two solvent systems: methanol, chloroform, and triethylamine (3:1:0.1); and ethyl acetate, methanol, water, and concentrated ammonia (85:10:3:1). Metabolites were identified by reference to control compounds run on the same plates. The bands were scraped off the pl... Reactants: FC(C(=O)NC1(CC(C1)O)C1=CC=C(C=C1)C1=NC=2C=CN3C(C2C=C1C1=CC=CC=C1)=NN=C3C3=NC=CC=N3)(F)F (2,2,2-trifluoro-N-(3-hydroxy-1-{4-[9-phenyl-3-(2-pyrimidinyl)[1,2,4]triazolo[3,4-f]-1,6-naphthyridin-8-yl]phenyl}cyclobutyl)acetamide), [OH-].[Na+] (NaOH). Solvent: CCO (EtOH), O (water). Run at temperature 100 celsius. Product: NC1(CC(C1)O)C1=CC=C(C=C1)C1=NC=2C=CN3C(C2C=C1C1=CC=CC=C1)=NC(=N3)C3=NC=CC=N3 (3-amino-3-{4-[9-phenyl-2-(2-pyrimidinyl)[1,2,4]triazolo[5,1-f]-1,6-naphthyridin-8-yl]phenyl}cyclobutanol). RXN SMILES: FC(F)(F)C([NH:5][C:6]1([C:11]2[CH:16]=[CH:15][C:14]([C:17]3[C:26]([C:27]4[CH:32]=[CH:31][CH:30]=[CH:29][CH:28]=4)=[CH:25][C:24]4[C:23]5=[N:33][N:34]=[C:35]([C:36]6[N:41]=[CH:40][CH:39]=[CH:38][N:37]=6)[N:22]5[CH:21]=[CH:20][C:19]=4[N:18]=3)=[CH:13][CH:12]=2)[CH2:9][CH:8]([OH:10])[CH2:7]1)=O.[OH-].[Na+]>CCO.O>[NH2:5][C:6]1([C:11]2[CH:12]=[CH:13][C:14]([C:17]3[C:26]([C:27]4[CH:32]=[CH:31][CH:30]=[CH:29][CH:28]=4)=[CH:25][C:24]4[C:23]5=[N:22][C:35]([C:36]6[N:37]=[CH:38][CH:39]=[CH:40][N:41]=6)=[N:34][N:33]5[CH:21]=[CH:20][C:19]=4[N:18]=3)=[CH:15][CH:16]=2)[CH2:9][CH:8]([OH:10])[CH2:7]1 |f:1.2|. Procedure: To a mixture of 2,2,2-trifluoro-N-(3-hydroxy-1-{4-[9-phenyl-3-(2-pyrimidinyl)[1,2,4]triazolo[3,4-f]-1,6-naphthyridin-8-yl]phenyl}cyclobutyl)acetamide (4-3) (10 mg, 0.016 mmol) in EtOH (1.0 mL) was added NaOH (2M in water, 1.0 mL, 2.00 mmol), and the mixture was heated under microwave irradiation at 100° C. for 1 hour. The mixture was diluted with water, extracted with CHCl3, washed with brine, dried (MgSO4), filtered, and concentrated. The residue was purified by preparative TLC, eluting with 10...